This data is from the Open Reaction Database (ORD), a public repository of structured organic reaction records. The task is: describe an organic reaction: reactants, conditions, products, and yield Reactants: solution, C[Si]([N-][Si](C)(C)C)(C)C.[K+] (potassium hexamethyldisilazide), C1(=CC=CC=C1)C (toluene), COC(=O)C1CN(CC1[C@H](CI)C)C(=O)OCC1=CC=CC=C1 (4-[(R)-2-iodo-1-(methyl)ethyl]pyrrolidine-1,3-dicarboxylic acid 1-benzyl ester 3-methyl ester), [Cl-].[NH4+] (ammonium chloride). Yield: 91.7%. Conditions: time 30 minute. Reaction SMILES: C[Si](C)(C)[N-][Si](C)(C)C.[K+].C1(C)C=CC=CC=1.[CH3:18][O:19][C:20]([CH:22]1[CH:26]([C@@H:27]([CH3:30])[CH2:28]I)[CH2:25][N:24]([C:31]([O:33][CH2:34][C:35]2[CH:40]=[CH:39][CH:38]=[CH:37][CH:36]=2)=[O:32])[CH2:23]1)=[O:21].[Cl-].[NH4+]>O1CCCC1>[CH3:18][O:19][C:20]([C@@:22]12[CH2:28][CH:27]([CH3:30])[CH:26]1[CH2:25][N:24]([C:31]([O:33][CH2:34][C:35]1[CH:40]=[CH:39][CH:38]=[CH:37][CH:36]=1)=[O:32])[CH2:23]2)=[O:21] |f:0.1,4.5|. The product is COC(=O)[C@@]12CN(CC2C(C1)C)C(=O)OCC1=CC=CC=C1 ((S)-6-Methyl-3-azabicyclo[3.2.0]heptane-1,3-dicarboxylic acid 3-benzyl ester 1-methyl ester). Run in O1CCCC1 (tetrahydrofuran). Reported procedure: A 0.5 M solution of potassium hexamethyldisilazide in toluene (28 mL, 14.0 mmol) was added dropwise to a solution of 4-[(R)-2-iodo-1-(methyl)ethyl]pyrrolidine-1,3-dicarboxylic acid 1-benzyl ester 3-methyl ester (5.0 g, 11.5 mmol) in anhydrous tetrahydrofuran (100 mL) in an argon atmosphere at −78° C. After completion of dropwise addition, the mixture was stirred at the same temperature for 30 minutes. An ammonium chloride solution was added, and the mixture was heated to room temperature. After ...